From a dataset of the Open Reaction Database (ORD), a public repository of structured organic reaction records. describe an organic reaction: reactants, conditions, products, and yield Starting materials: C(C)(C)(C)OC(CN1C(=C(C2=CC=CC=C12)C1NS(C2=C1C=CC=C2)(=O)=O)C)=O ([3-(1,1-Dioxo-2,3-dihydro-1H-1λ6-benzo[d]isothiazol-3-yl)-2-methyl-indol-1-yl]-acetic acid tert-butyl ester), C1=CC(=CC=C1NC(=O)CCl)F (alpha-chloro-4-fluoroacetanilide). Reported procedure: The title compound was prepared by the method described for example 14 using the product from example 3, step c) and alpha-chloro-4-fluoroacetanilide. 1H NMR (DMSO-d6) δ 8.06-8.03 (m, 1H), 7.70-7.62 (m, 2H), 7.51-7.46 (m, 2H), 7.39 (d, J=8.4 Hz, 1H), 7.17-7.13 (m, 2H), 7.02 (t, J=8.1 Hz, 1H), 6.80 (t, J=7.5 Hz, 1H), 6.72 (bs, 1H), 6.55 (s, 1H), 5.00 (s, 2H), 4.15 (d, J=17.4 Hz, 1H), 3.40 (d, J=17.4 Hz, 1H), 2.39 (s, 3H); MS: ESI (negative): 506 (M−H). RXN SMILES: C([O:5][C:6](=[O:29])[CH2:7][N:8]1[C:16]2[C:11](=[CH:12][CH:13]=[CH:14][CH:15]=2)[C:10]([CH:17]2[C:21]3[CH:22]=[CH:23][CH:24]=[CH:25][C:20]=3[S:19](=[O:27])(=[O:26])[NH:18]2)=[C:9]1[CH3:28])(C)(C)C.[CH:30]1[C:35]([NH:36][C:37]([CH2:39]Cl)=[O:38])=[CH:34][CH:33]=[C:32]([F:41])[CH:31]=1>>[F:41][C:32]1[CH:31]=[CH:30][C:35]([NH:36][C:37]([CH2:39][N:18]2[CH:17]([C:10]3[C:11]4[C:16](=[CH:15][CH:14]=[CH:13][CH:12]=4)[N:8]([CH2:7][C:6]([OH:5])=[O:29])[C:9]=3[CH3:28])[C:21]3[CH:22]=[CH:23][CH:24]=[CH:25][C:20]=3[S:19]2(=[O:27])=[O:26])=[O:38])=[CH:34][CH:33]=1. The product is FC1=CC=C(C=C1)NC(=O)CN1S(C2=C(C1C1=C(N(C3=CC=CC=C13)CC(=O)O)C)C=CC=C2)(=O)=O ((3-{2-[(4-Fluoro-phenylcarbamoyl)-methyl]-1,1-dioxo-2,3-dihydro-1H-1λ6- benzo[d]isothiazol-3-yl}-2-methyl-indol-1-yl)-acetic acid).